Dataset: the Open Reaction Database (ORD), a public repository of structured organic reaction records. Task: describe an organic reaction: reactants, conditions, products, and yield The reactants are 3S, C(O)([O-])=O.[Na+] (sodium hydrogen carbonate), 3R, Cl.FC1=C(C2=C(NC(CO2)C)C=C1)F (7,8-difluoro-3-methyl-3,4-dihydro-2H-[1,4]benzoxazine hydrochloride). Run in C(Cl)(Cl)Cl (chloroform). Yields the product FC1=C(C2=C(NC(CO2)C)C=C1)F (7,8-Difluoro-3-methyl-3,4-dihydro-2H-[1,4]benzoxazine). The yield is 66.2%. RXN SMILES: Cl.[F:2][C:3]1[CH:13]=[CH:12][C:6]2[NH:7][CH:8]([CH3:11])[CH2:9][O:10][C:5]=2[C:4]=1[F:14].C(=O)([O-])O.[Na+]>C(Cl)(Cl)Cl>[F:2][C:3]1[CH:13]=[CH:12][C:6]2[NH:7][CH:8]([CH3:11])[CH2:9][O:10][C:5]=2[C:4]=1[F:14] |f:0.1,2.3|. Procedure: To the ethyl acetate layer were added 0.47 g of sodium borohydride and 2 ml of ethanol, and the mixture was stirred at room temperature for 2 hours. The reaction mixture was washed twice with 10 ml portions of 5% aqueous citric acid solution and once with 10 ml of dilute aqueous ammonia (the same as mentioned hereinbefore), and dried over anhydrous magnesium sulfate. The desiccant was filtered off and to the solution was added with 0.72 ml of concentrated hydrochloric acid with stirring. After c... Reactants: Cl.Cl.C[Si](CCOCN1C=CC2=C1N=CN=C2C=2C=NN(C2)C2(CNC2)CC#N)(C)C ({3-[4-(7-{[2-(Trimethylsilyl)ethoxy]methyl}-7H-pyrrolo[2,3-d]pyrimidin-4-yl)-1H-pyrazol-1-yl]azetidin-3-yl}acetonitrile dihydrochloride), O=C1CCC(CC1)OC1=CC(=NC(=N1)C(F)(F)F)C(=O)O (6-[(4-oxocyclohexyl)oxy]-2-(trifluoromethyl)pyrimidine-4-carboxylic acid), ClCCCl (1,2-dichloroethane), C(C)(=O)O[BH-](OC(C)=O)OC(C)=O.[Na+] (sodium triacetoxyborohydride). Reaction conditions: temperature 25 celsius, time 16 hour. Product: C(#N)CC1(CN(C1)[C@H]1CC[C@H](CC1)OC1=CC(=NC(=N1)C(F)(F)F)C(=O)O)N1N=CC(=C1)C=1C2=C(N=CN1)N(C=C2)COCC[Si](C)(C)C (6-[(cis-4-{3-(cyanomethyl)-3-[4-(7-{[2-(trimethylsilyl)ethoxy]methyl}-7H-pyrrolo[2,3-d]pyrimidin-4-yl)-1H-pyrazol-1-yl]azetidin-1-yl}cyclohexyl)oxy]-2-(trifluoromethyl)pyrimidine-4-carboxylic acid). RXN SMILES: Cl.Cl.[CH3:3][Si:4]([CH3:31])([CH3:30])[CH2:5][CH2:6][O:7][CH2:8][N:9]1[C:13]2[N:14]=[CH:15][N:16]=[C:17]([C:18]3[CH:19]=[N:20][N:21]([C:23]4([CH2:27][C:28]#[N:29])[CH2:26][NH:25][CH2:24]4)[CH:22]=3)[C:12]=2[CH:11]=[CH:10]1.O=[C:33]1[CH2:38][CH2:37][CH:36]([O:39][C:40]2[N:45]=[C:44]([C:46]([F:49])([F:48])[F:47])[N:43]=[C:42]([C:50]([OH:52])=[O:51])[CH:41]=2)[CH2:35][CH2:34]1.ClCCCl.C(O[BH-](OC(=O)C)OC(=O)C)(=O)C.[Na+]>>[C:28]([CH2:27][C:23]1([N:21]2[CH:22]=[C:18]([C:17]3[C:12]4[CH:11]=[CH:10][N:9]([CH2:8][O:7][CH2:6][CH2:5][Si:4]([CH3:30])([CH3:3])[CH3:31])[C:13]=4[N:14]=[CH:15][N:16]=3)[CH:19]=[N:20]2)[CH2:24][N:25]([C@@H:33]2[CH2:38][CH2:37][C@H:36]([O:39][C:40]3[N:45]=[C:44]([C:46]([F:48])([F:47])[F:49])[N:43]=[C:42]([C:50]([OH:52])=[O:51])[CH:41]=3)[CH2:35][CH2:34]2)[CH2:26]1)#[N:29] |f:0.1.2,5.6|. Procedure: {3-[4-(7-{[2-(Trimethylsilyl)ethoxy]methyl}-7H-pyrrolo[2,3-d]pyrimidin-4-yl)-1H-pyrazol-1-yl]azetidin-3-yl}acetonitrile dihydrochloride (500.0 mg, 1.036 mmol) and 6-[(4-oxocyclohexyl)oxy]-2-(trifluoromethyl)pyrimidine-4-carboxylic acid in dry 1,2-dichloroethane (14.36 mL, 182.3 mmol) were stirred for 5 minutes and sodium triacetoxyborohydride (898 mg, 4.24 mmol) was added. The reaction mixture was stirred at 25° C. for 16 hours, at which time LCMS analysis showed mainly the two diastereomeric pr...